Dataset: the Open Reaction Database (ORD), a public repository of structured organic reaction records. Task: describe an organic reaction: reactants, conditions, products, and yield The reactants are C(C)OC(C(CC1=CC=C(C=C1)O)(C)OC1=CC2=C(OCO2)C=C1)=O (2-(benzo[1,3]dioxol-5-yloxy)-3-(4-hydroxy-phenyl)-2-methyl-propionic acid ethyl ester), C1(CCCCC1)C=1OC(=C(N1)CCOS(=O)(=O)C1=CC=C(C=C1)C)C (toluene-4-sulfonic acid 2-(2-cyclohexyl-5-methyl-oxazol-4-yl)-ethyl ester), C29H34NO7. The product is O1COC2=C1C=CC(=C2)OC(C(=O)O)(CC2=CC=C(C=C2)OCCC=2N=C(OC2C)C2CCCCC2)C (2-(Benzo[1,3]dioxol-5-yloxy)-3-{4-[2-(2-cyclohexyl-5-methyl-oxazol-4-yl)-ethoxy]-phenyl}-2-methyl-propionic acid). RXN SMILES: C([O:3][C:4](=[O:25])[C:5]([O:15][C:16]1[CH:24]=[CH:23][C:19]2[O:20][CH2:21][O:22][C:18]=2[CH:17]=1)([CH3:14])[CH2:6][C:7]1[CH:12]=[CH:11][C:10]([OH:13])=[CH:9][CH:8]=1)C.[CH:26]1([C:32]2[O:33][C:34]([CH3:50])=[C:35]([CH2:37][CH2:38]OS(C3C=CC(C)=CC=3)(=O)=O)[N:36]=2)[CH2:31][CH2:30][CH2:29][CH2:28][CH2:27]1>>[O:20]1[C:19]2[CH:23]=[CH:24][C:16]([O:15][C:5]([CH3:14])([CH2:6][C:7]3[CH:12]=[CH:11][C:10]([O:13][CH2:38][CH2:37][C:35]4[N:36]=[C:32]([CH:26]5[CH2:31][CH2:30][CH2:29][CH2:28][CH2:27]5)[O:33][C:34]=4[CH3:50])=[CH:9][CH:8]=3)[C:4]([OH:3])=[O:25])=[CH:17][C:18]=2[O:22][CH2:21]1. Procedure details: The title compound was prepared from 2-(benzo[1,3]dioxol-5-yloxy)-3-(4-hydroxy-phenyl)-2-methyl-propionic acid ethyl ester and toluene-4-sulfonic acid 2-(2-cyclohexyl-5-methyl-oxazol-4-yl)-ethyl ester using the procedure of Example 78. 1H NMR (400 MHz, CDCl3) δ 7.13 (d, 2H, J=8.30 Hz), 6.75 (d, 2H, J=8.79 Hz), 6.61 (d, 2H, J=8.30 Hz), 6.42 (d, 2H, J=2.44 Hz), 6.33 (dd, 1H, J=8.30, J=2.44 Hz), 5.88 (d, 2H, J=0.98 Hz), 4.11 (t, 2H, J=5.86 Hz), 3.15 (d, 1H, J=13.68 Hz), 3.03 (d, 1H, J=13.68 Hz), 2.... Reactants: Intermediate 100, BrC1=C2C(=NC=C1)N(C(=C2)C=2C=C(C=CC2)CO)S(=O)(=O)C2=CC=CC=C2 ({3-[4-bromo-1-(phenylsulfonyl)-1H-pyrrolo[2,3-b]pyridin-2-yl]phenyl}methanol), C(/C)=C(/C=C\C(=C)[N+](=O)[O-])\C1=NN(C=C1B1OC(C(O1)(C)C)(C)C)CCN(C(OC(C)(C)C)=O)C (1,1-dimethylethyl {2-[3-[(1E,2Z)-1-ethylidene-4-nitro-2,4-pentadien-1-yl]-4-(4,4,5,5-tetramethyl-1,3,2-dioxaborolan-2-yl)-1H-pyrazol-1-yl]ethyl}methylcarbamate). Procedure: Following the procedure described for Intermediate 100 using {3-[4-bromo-1-(phenylsulfonyl)-1H-pyrrolo[2,3-b]pyridin-2-yl]phenyl}methanol and 1,1-dimethylethyl {2-[3-[(1E,2Z)-1-ethylidene-4-nitro-2,4-pentadien-1-yl]-4-(4,4,5,5-tetramethyl-1,3,2-dioxaborolan-2-yl)-1H-pyrazol-1-yl]ethyl}methylcarbamate provided the title compound. ESMS [M+H]+: 709.2. Reaction SMILES: Br[C:2]1[CH:7]=[CH:6][N:5]=[C:4]2[N:8]([S:19]([C:22]3[CH:27]=[CH:26][CH:25]=[CH:24][CH:23]=3)(=[O:21])=[O:20])[C:9]([C:11]3[CH:12]=[C:13]([CH2:17][OH:18])[CH:14]=[CH:15][CH:16]=3)=[CH:10][C:3]=12.[CH:28](=[C:30](/[C:38]1[C:42](B2OC(C)(C)C(C)(C)O2)=[CH:41][N:40]([CH2:52][CH2:53][N:54]([CH3:62])[C:55](=[O:61])[O:56][C:57]([CH3:60])([CH3:59])[CH3:58])[N:39]=1)\[CH:31]=[CH:32]/[C:33]([N+:35]([O-:37])=[O:36])=C)\[CH3:29]>>[OH:18][CH2:17][C:13]1[CH:12]=[C:11]([C:9]2[N:8]([S:19]([C:22]3[CH:23]=[CH:24][CH:25]=[CH:26][CH:27]=3)(=[O:20])=[O:21])[C:4]3=[N:5][CH:6]=[CH:7][C:2]([C:42]4[C:38]([C:30]5[CH:31]=[CH:32][C:33]([N+:35]([O-:37])=[O:36])=[CH:29][CH:28]=5)=[N:39][N:40]([CH2:52][CH2:53][N:54]([CH3:62])[C:55](=[O:61])[O:56][C:57]([CH3:59])([CH3:58])[CH3:60])[CH:41]=4)=[C:3]3[CH:10]=2)[CH:16]=[CH:15][CH:14]=1. The product is OCC=1C=C(C=CC1)C1=CC=2C(=NC=CC2C=2C(=NN(C2)CCN(C(OC(C)(C)C)=O)C)C2=CC=C(C=C2)[N+](=O)[O-])N1S(=O)(=O)C1=CC=CC=C1 (1,1-dimethylethyl {2-[4-[2-[3-(hydroxymethyl)phenyl]-1-(phenylsulfonyl)-1H-pyrrolo[2,3-b]pyridin-4-yl]-3-(4-nitrophenyl)-1H-pyrazol-1-yl]ethyl}methylcarbamate).